From a dataset of the Open Reaction Database (ORD), a public repository of structured organic reaction records. describe an organic reaction: reactants, conditions, products, and yield Reactants: O=C([O-])[O-], CCN1C(=O)C(C)(C)C(=O)N(C)c2cc(O)ccc21, CCOC(C)=O, O=c1c2ccccc2ccn1CCN(CCCI)S(=O)(=O)c1ccccc1[N+](=O)[O-], [K+], [K+], CN(C)C=O, O. Yields the product CCN1C(=O)C(C)(C)C(=O)N(C)c2cc(OCCCN(CCn3ccc4ccccc4c3=O)S(=O)(=O)c3ccccc3[N+](=O)[O-])ccc21. RXN SMILES: [C:1](=[O:2])([O-:3])[O-:4].[CH2:42]([CH3:43])[N:44]1[c:45]2[c:46]([cH:56][c:57]([OH:60])[cH:58][cH:59]2)[N:47]([CH3:55])[C:48](=[O:54])[C:49]([CH3:52])([CH3:53])[C:50]1=[O:51].[CH3:61][CH2:62][O:63][C:64](=[O:65])[CH3:66].[I:12][CH2:13][CH2:14][CH2:15][N:16]([S:17](=[O:18])(=[O:19])[c:20]1[c:21]([N+:26](=[O:27])[O-:28])[cH:22][cH:23][cH:24][cH:25]1)[CH2:29][CH2:30][n:31]1[c:32](=[O:41])[c:33]2[cH:34][cH:35][cH:36][cH:37][c:38]2[cH:39][cH:40]1.[K+:5].[K+:6].[O:7]=[CH:8][N:9]([CH3:10])[CH3:11].[OH2:67]>>[CH2:13]([CH2:14][CH2:15][N:16]([S:17](=[O:18])(=[O:19])[c:20]1[c:21]([N+:26](=[O:27])[O-:28])[cH:22][cH:23][cH:24][cH:25]1)[CH2:29][CH2:30][n:31]1[c:32](=[O:41])[c:33]2[cH:34][cH:35][cH:36][cH:37][c:38]2[cH:39][cH:40]1)[O:60][c:57]1[cH:56][c:46]2[c:45]([cH:59][cH:58]1)[N:44]([CH2:42][CH3:43])[C:50](=[O:51])[C:49]([CH3:52])([CH3:53])[C:48](=[O:54])[N:47]2[CH3:55].